Dataset: the Open Reaction Database (ORD), a public repository of structured organic reaction records. Task: describe an organic reaction: reactants, conditions, products, and yield Starting materials: OC1=C(C=O)C=C(C=C1)N1N=NN=C1C(F)(F)F (2-hydroxy-5-(5-trifluoromethyl-tetrazol-1-yl)benzaldehyde), C([O-])([O-])=O.[K+].[K+] (potassium carbonate), CI (methyl iodide), O (Water). Run in CC(=O)C (acetone). Yields the product COC1=C(C=O)C=C(C=C1)N1N=NN=C1C(F)(F)F (2-Methoxy-5-(5-trifluoromethyl-tetrazol-1-yl)-benzaldehyde). Yield: 113.0%. Reaction SMILES: [OH:1][C:2]1[CH:9]=[CH:8][C:7]([N:10]2[C:14]([C:15]([F:18])([F:17])[F:16])=[N:13][N:12]=[N:11]2)=[CH:6][C:3]=1[CH:4]=[O:5].[C:19](=O)([O-])[O-].[K+].[K+].CI.O>CC(C)=O>[CH3:19][O:1][C:2]1[CH:9]=[CH:8][C:7]([N:10]2[C:14]([C:15]([F:18])([F:17])[F:16])=[N:13][N:12]=[N:11]2)=[CH:6][C:3]=1[CH:4]=[O:5] |f:1.2.3|. Procedure details: A mixture of 2-hydroxy-5-(5-trifluoromethyl-tetrazol-1-yl)benzaldehyde (1.56 mmol), potassium carbonate (7.8 mmol) and methyl iodide (7.8 mmol), in acetone (25 ml) was stirred for 18 h at 23° under nitrogen. Water (150 ml) was added and the mixture extracted with diethyl ether (3×50 ml). The combined organic extracts were washed with saturated brine, dried (Na2SO4) and evaporated to give the title compound as a yellow solid (0.48 g). Yields the product ClC=1C(N(N=CC1N)C1=CC=CC=C1)=O (4-chloro-5-amino-2-phenyl-3(2H)-pyridazinone). Starting materials: ClC=1C(N(N=CC1Cl)C1=CC=CC=C1)=O (4,5-Dichloro-2-phenyl-pyridazinone), OC1=CC=C(C=C1)CC(=O)O (4-hydroxyphenyl-acetic acid), N (ammonia). Reaction SMILES: [Cl:1][C:2]1[C:3](=[O:15])[N:4]([C:9]2[CH:14]=[CH:13][CH:12]=[CH:11][CH:10]=2)[N:5]=[CH:6][C:7]=1Cl.OC1C=CC(CC(O)=O)=CC=1.[NH3:27]>>[Cl:1][C:2]1[C:3](=[O:15])[N:4]([C:9]2[CH:14]=[CH:13][CH:12]=[CH:11][CH:10]=2)[N:5]=[CH:6][C:7]=1[NH2:27]. Procedure: 4,5-Dichloro-2-phenyl-pyridazinone (2.41 g), 4-hydroxyphenyl-acetic acid (1.0 g) and 20% aqueous ammonia (20 ml) were heated to 100°-110° C. with stirring in a small autoclave for 4 hours. The reaction mixture was then cooled to room temperature, and the resulting precipitate of 4-chloro-5-amino-2-phenyl-3(2H)-pyridazinone was isolated by filtration, washed with water and dried. 1.86 g of pure 4-chloro-5-amino-2-phenyl-3(2H)-pyridazinone were obtained, m.p. 206°-207° C. The mother liquor and the... Conditions: time 4 hour. The reactants are C(#N)\C=C/SCC(=O)NC1[C@@H]2N(C(=C(CS2)C=C)C(=S)OCC2=CC=C(C=C2)[N+](=O)[O-])C1=O (p-Nitrobenzyl 7-[2-((Z)-2-cyanovinylthio)acetamido]-3-vinylthio-3-cephem-4-carboxylate), CO (methanol), C(C)(=O)O (acetic acid), [H][H] (hydrogen). The reagents and catalysts are [Pd] (palladium on carbon). Run in O1CCCC1 (tetrahydrofuran). The product is C(#N)\C=C/SCC(=O)NC1[C@@H]2N(C(=C(CS2)C=C)C(=S)O)C1=O (7-[2-((Z)-2-cyanovinylthio)acetamido]-3-vinylthio-3-cephem-4-carboxylic acid). Reaction SMILES: [C:1](/[CH:3]=[CH:4]\[S:5][CH2:6][C:7]([NH:9][CH:10]1[C:32](=[O:33])[N:12]2[C:13]([C:19]([O:21]CC3C=CC([N+]([O-])=O)=CC=3)=[S:20])=[C:14]([CH:17]=[CH2:18])[CH2:15][S:16][C@H:11]12)=[O:8])#[N:2].CO.C(O)(=O)C.[H][H]>[Pd].O1CCCC1>[C:1](/[CH:3]=[CH:4]\[S:5][CH2:6][C:7]([NH:9][CH:10]1[C:32](=[O:33])[N:12]2[C:13]([C:19]([OH:21])=[S:20])=[C:14]([CH:17]=[CH2:18])[CH2:15][S:16][C@H:11]12)=[O:8])#[N:2]. Reported procedure: p-Nitrobenzyl 7-[2-((Z)-2-cyanovinylthio)acetamido]-3-vinylthio-3-cephem-4-carboxylate (300 mg) was hydrogenated in the presence of 10% palladium on carbon (270 mg) in a mixture of tetrahydrofuran (9 ml), methanol (1.5 ml) and acetic acid (0.033 ml) at ambient temperature for 3 hours under 1 atmospheric pressure of hydrogen. The catalyst was filtered off and washed with methanol. The filtrate and washings were combined and concentrated in vacuo. The residue was dissolved in a mixture of ethyl ac... Starting materials: Cc1c(NC(C)C2C(O[Si](C)(C)C(C)(C)C)CCN2C(=O)OC(C)(C)C)ccc(C#N)c1Cl, CCOC(C)=O, ClCCl, O=C(O)C(F)(F)F. Yields the product Cc1c(NC(C)C2NCCC2O[Si](C)(C)C(C)(C)C)ccc(C#N)c1Cl. As a reaction SMILES: [C:1]([O:2][C:3](=[O:4])[N:8]1[CH:9]([CH:21]([CH3:22])[NH:23][c:24]2[c:25]([CH3:33])[c:26]([Cl:32])[c:27]([C:30]#[N:31])[cH:28][cH:29]2)[CH:10]([O:13][Si:14]([CH3:15])([CH3:16])[C:17]([CH3:18])([CH3:19])[CH3:20])[CH2:11][CH2:12]1)([CH3:5])([CH3:6])[CH3:7].[CH3:44][CH2:45][O:46][C:47]([CH3:48])=[O:49].[Cl:41][CH2:42][Cl:43].[F:34][C:35]([F:36])([F:37])[C:38]([OH:39])=[O:40]>>[NH:8]1[CH:9]([CH:21]([CH3:22])[NH:23][c:24]2[c:25]([CH3:33])[c:26]([Cl:32])[c:27]([C:30]#[N:31])[cH:28][cH:29]2)[CH:10]([O:13][Si:14]([CH3:15])([CH3:16])[C:17]([CH3:18])([CH3:19])[CH3:20])[CH2:11][CH2:12]1.